Dataset: the Open Reaction Database (ORD), a public repository of structured organic reaction records. Task: describe an organic reaction: reactants, conditions, products, and yield Reactants: N=1N(N=C2C1C=CC=C2)C2=C(C(=CC(=C2)C)CCl)O (2-(2H-Benzotriazol-2-yl)-6-chloromethyl-4-methyl-phenol), C(C)C(C(=O)O)CCCC (2-ethylhexanoic acid), C([O-])([O-])=O.[Na+].[Na+] (Sodium carbonate). Run in O1CCCC1 (tetrahydrofuran). Run at temperature 70 celsius, time 30 minute. Yields the product N=1N(N=C2C1C=CC=C2)C=2C(=C(COC(C(CCCC)CC)=O)C=C(C2)C)O (2-Ethyl-hexanoic acid 3-(2H-benzotriazol-2-yl)-2-hydroxy-5-methyl-benzyl ester). Isolated yield 89.0%. As a reaction SMILES: [N:1]1[N:2]([C:10]2[CH:15]=[C:14]([CH3:16])[CH:13]=[C:12]([CH2:17]Cl)[C:11]=2[OH:19])[N:3]=[C:4]2[CH:9]=[CH:8][CH:7]=[CH:6][C:5]=12.[CH2:20]([CH:22]([CH2:26][CH2:27][CH2:28][CH3:29])[C:23]([OH:25])=[O:24])[CH3:21].C(=O)([O-])[O-].[Na+].[Na+]>O1CCCC1>[N:1]1[N:2]([C:10]2[C:11]([OH:19])=[C:12]([CH:13]=[C:14]([CH3:16])[CH:15]=2)[CH2:17][O:25][C:23](=[O:24])[CH:22]([CH2:20][CH3:21])[CH2:26][CH2:27][CH2:28][CH3:29])[N:3]=[C:4]2[CH:9]=[CH:8][CH:7]=[CH:6][C:5]=12 |f:2.3.4|. Reported procedure: 2-(2H-Benzotriazol-2-yl)-6-chloromethyl-4-methyl-phenol (10.0 g, 33 mmol) is suspended in a mixture of 2-ethylhexanoic acid (11.9 g, 82 mmol) and tetrahydrofuran (75 g) and stirred at 70° C. for 30 minutes. Sodium carbonate (10.5 g, 99 mmol) is added. The slightly yellow reaction mixture is stirred at 60° C. for 15 minutes and evaporated to dryness. The residue is dissolved in ethyl acetate and extracted with an aqueous potassium carbonate solution (10%) and brine. The organic layer is dried ove...